From a dataset of the Open Reaction Database (ORD), a public repository of structured organic reaction records. describe an organic reaction: reactants, conditions, products, and yield The reactants are C1CCOC1, Cc1cccc(C)c1N1CC(C(=O)O)(C(C)C)CC1=O, CS(=O)(=O)Cl, CCN(C(C)C)C(C)C, N#Cc1cc(N)cc(C(F)(F)F)c1. Product: Cc1cccc(C)c1N1CC(C(=O)Nc2cc(C#N)cc(C(F)(F)F)c2)(C(C)C)CC1=O. RXN SMILES: [CH2:48]1[O:49][CH2:50][CH2:51][CH2:52]1.[CH3:1][c:2]1[c:3]([N:9]2[CH2:10][C:11]([C:15](=[O:16])[OH:17])([CH:18]([CH3:19])[CH3:20])[CH2:12][C:13]2=[O:14])[c:4]([CH3:8])[cH:5][cH:6][cH:7]1.[CH3:21][S:22](=[O:23])(=[O:24])[Cl:25].[CH:26]([N:27]([CH:28]([CH3:29])[CH3:30])[CH2:31][CH3:32])([CH3:33])[CH3:34].[NH2:35][c:36]1[cH:37][c:38]([C:39]#[N:40])[cH:41][c:42]([C:44]([F:45])([F:46])[F:47])[cH:43]1>>[CH3:1][c:2]1[c:3]([N:9]2[CH2:10][C:11]([C:15](=[O:16])[NH:35][c:36]3[cH:37][c:38]([C:39]#[N:40])[cH:41][c:42]([C:44]([F:45])([F:46])[F:47])[cH:43]3)([CH:18]([CH3:19])[CH3:20])[CH2:12][C:13]2=[O:14])[c:4]([CH3:8])[cH:5][cH:6][cH:7]1. The reactants are COc1ccc2c(c1)C=CC(=O)C2=O, CC#N, CC(C)(C)OC(=O)N1CCC(O)(CS)CC1. Yields the product COc1ccc2c(c1)C(SCC1(O)CCN(C(=O)OC(C)(C)C)CC1)=CC(=O)C2=O. RXN SMILES: [CH3:17][O:18][c:19]1[cH:20][c:21]2[c:26]([cH:27][cH:28]1)[C:25](=[O:29])[C:24](=[O:30])[CH:23]=[CH:22]2.[CH3:31][C:32]#[N:33].[OH:1][C:2]1([CH2:15][SH:16])[CH2:3][CH2:4][N:5]([C:8](=[O:9])[O:10][C:11]([CH3:12])([CH3:13])[CH3:14])[CH2:6][CH2:7]1>>[OH:1][C:2]1([CH2:15][S:16][C:22]2=[CH:23][C:24](=[O:30])[C:25](=[O:29])[c:26]3[c:21]2[cH:20][c:19]([O:18][CH3:17])[cH:28][cH:27]3)[CH2:3][CH2:4][N:5]([C:8](=[O:9])[O:10][C:11]([CH3:12])([CH3:13])[CH3:14])[CH2:6][CH2:7]1. Reported procedure: To a room temperature suspension of 0.036 g of nicotinic acid (0.30 mmols) and 0.061 g of EDCI (0.32 mmols) in dry DMF (2.0 mL) was added 0.043 g of HOBt (0.32 mmols). After stirring for 10 min., 0.10 g of the product of Example 3 (0.3 mmols) was added to the reaction mixture. After stirring for 1 h, the reaction was treated with an additional 0.061 g of EDCI (0.32 mmols). The mixture was allowed to stir for 27 h at rt. The reaction mixture was diluted with 2 mL of water and 10 mL of EtOAc. The ... The product is NC=1C(=NON1)C=1N(C2=C(C=NC(=C2)OC=2C=C(C=CC2)NC(=O)C=2C=NC=CC2)N1)CC (N-(3-{[2-(4-amino-furazan-3-yl)-1-ethyl-1H-imidazo[4,5-c]pyridin-6-yl]oxy}phenyl)-3-pyridinecarboxamide). RXN SMILES: [C:1]([OH:9])(=O)[C:2]1[CH:7]=[CH:6][CH:5]=[N:4][CH:3]=1.CCN=C=NCCCN(C)C.C1C=CC2N(O)N=NC=2C=1.[NH2:31][C:32]1[CH:33]=[C:34]([O:38][C:39]2[N:44]=[CH:43][C:42]3[N:45]=[C:46]([C:50]4[C:51]([NH2:55])=[N:52][O:53][N:54]=4)[N:47]([CH2:48][CH3:49])[C:41]=3[CH:40]=2)[CH:35]=[CH:36][CH:37]=1>CN(C=O)C.O.CCOC(C)=O>[NH2:55][C:51]1[C:50]([C:46]2[N:47]([CH2:48][CH3:49])[C:41]3[CH:40]=[C:39]([O:38][C:34]4[CH:33]=[C:32]([NH:31][C:1]([C:2]5[CH:3]=[N:4][CH:5]=[CH:6][CH:7]=5)=[O:9])[CH:37]=[CH:36][CH:35]=4)[N:44]=[CH:43][C:42]=3[N:45]=2)=[N:54][O:53][N:52]=1. Conditions: time 10 minute. The yield is 55.0%. The reactants are NC=1C=C(C=CC1)OC1=CC2=C(C=N1)N=C(N2CC)C=2C(=NON2)N (4-{6-[(3-Aminophenyl)oxy]-1-ethyl-1H-imidazo[4,5-c]pyridin-2-yl}-furazan-3-amine), CCN=C=NCCCN(C)C (EDCI), C(C1=CN=CC=C1)(=O)O (nicotinic acid), CCN=C=NCCCN(C)C (EDCI), C=1C=CC2=C(C1)N=NN2O (HOBt). The solvent is O (water), CCOC(=O)C (EtOAc), CN(C)C=O (DMF). Reactants: C(=O)C1=CC=C(C(=O)OC)C=C1 (methyl 4-formylbenzoate), CC(C(C)=O)=NO (2,3-butanedione-2-oxime), Cl.C(C)(=O)OCC (hydrogenchloride ethyl acetate). Conditions: time 4 day. The product is ClCC=1N=C(OC1C)C1=CC=C(C(=O)OC)C=C1 (methyl 4-(4-chloromethyl-5-methyl-1,3-oxazol-2-yl)benzoate). The yield is 42.0%. RXN SMILES: [CH:1]([C:3]1[CH:12]=[CH:11][C:6]([C:7]([O:9][CH3:10])=[O:8])=[CH:5][CH:4]=1)=[O:2].[CH3:13][C:14](=[N:18]O)[C:15](=O)[CH3:16].[ClH:20].C(OCC)(=O)C>>[Cl:20][CH2:13][C:14]1[N:18]=[C:1]([C:3]2[CH:12]=[CH:11][C:6]([C:7]([O:9][CH3:10])=[O:8])=[CH:5][CH:4]=2)[O:2][C:15]=1[CH3:16] |f:2.3|. Procedure: A mixture of methyl 4-formylbenzoate (1.63 g), 2,3-butanedione-2-oxime (1.0 g) and 4N hydrogenchloride-ethyl acetate solution (10 mL) was stirred at room temperature for 4 days. After concentration of the reaction mixture, the obtained crystals were washed with diethyl ether. Tetrahydrofuran (30 mL) was added to the crystals, and thionyl chloride (1.90 g) was further added. The mixture was heated under reflux for 3 hrs. After concentration of the reaction mixture, saturated aqueous sodium hydrog...